Task: describe an organic reaction: reactants, conditions, products, and yield. Dataset: the Open Reaction Database (ORD), a public repository of structured organic reaction records Reported procedure: Then, 12.5 g of 4-carboxy-2-(3-hydroxypropyl)-1(2H)-isoquinolone was added to a mixture of 50 ml of carbon tetrachloride and 25 ml of thionyl chloride, and the resulting mixture was heated at reflux for 2 hours. The solvent was distilled off and the residue was dissolved in dichloromethane. The solution was washed with water, dried and the solvent was distilled off. The resulting crystals were recrystallized from a mixture of ethyl acetate and petroleum ether to obtain 12.8 g of 4-chlorocarbonyl... As a reaction SMILES: [C:1]([C:4]1[C:13]2[C:8](=[CH:9][CH:10]=[CH:11][CH:12]=2)[C:7](=[O:14])[N:6]([CH2:15][CH2:16]CO)[CH:5]=1)(O)=[O:2].S(Cl)([Cl:21])=O.[C:23]([Cl:27])(Cl)(Cl)Cl>>[Cl:21][C:1]([C:4]1[C:13]2[C:8](=[CH:9][CH:10]=[CH:11][CH:12]=2)[C:7](=[O:14])[N:6]([CH2:15][CH2:16][CH2:23][Cl:27])[CH:5]=1)=[O:2]. Yields the product ClC(=O)C1=CN(C(C2=CC=CC=C12)=O)CCCCl (4-chlorocarbonyl-2-(3-chloropropyl)-1(2H)-isoquinolone). The reactants are C(=O)(O)C1=CN(C(C2=CC=CC=C12)=O)CCCO (4-carboxy-2-(3-hydroxypropyl)-1(2H)-isoquinolone), S(=O)(Cl)Cl (thionyl chloride), C(Cl)(Cl)(Cl)Cl (carbon tetrachloride). Reported procedure: 1-Ethyl-6,8-difluoro-7-{4-[2-(4-fluorophenyl)-2-oxoethyl]-1-piperazinyl}-4-oxo-1,4-dihydro-3-quinoline-carboxylic acid was prepared from 1-ethyl-6,8-difluoro-4-oxo-7-(1-piperazinyl)-1,4-dihydro-quinoline-3-carboxylic acid (0.50 g, 1.48 mmole) and 2-bromo-4′-fluoroacetophenone (0.40 g, 1.86 mmole) by a method similar to that described for Example 4 (64% yield). Mp: 170° C. (dec). 1H NMR (DMSO-d6) δ 1.44 (t, 3H, J=7.0), 2.70 and 3.3 (two m, 8H), 3.94 (s, 2H), 4.58 (q, 2H, J=7.0), 7.37 (n, 2H), 7.9... Reaction SMILES: [CH2:1]([N:3]1[C:12]2[C:7](=[CH:8][C:9]([F:20])=[C:10]([N:14]3[CH2:19][CH2:18][NH:17][CH2:16][CH2:15]3)[C:11]=2[F:13])[C:6](=[O:21])[C:5]([C:22]([OH:24])=[O:23])=[CH:4]1)[CH3:2].Br[CH2:26][C:27]([C:29]1[CH:34]=[CH:33][C:32]([F:35])=[CH:31][CH:30]=1)=[O:28]>>[CH2:1]([N:3]1[C:12]2[C:7](=[CH:8][C:9]([F:20])=[C:10]([N:14]3[CH2:15][CH2:16][N:17]([CH2:26][C:27]([C:29]4[CH:34]=[CH:33][C:32]([F:35])=[CH:31][CH:30]=4)=[O:28])[CH2:18][CH2:19]3)[C:11]=2[F:13])[C:6](=[O:21])[C:5]([C:22]([OH:24])=[O:23])=[CH:4]1)[CH3:2]. The product is C(C)N1C=C(C(C2=CC(=C(C(=C12)F)N1CCN(CC1)CC(=O)C1=CC=C(C=C1)F)F)=O)C(=O)O (1-Ethyl-6,8-difluoro-7-{4-[2-(4-fluorophenyl)-2-oxoethyl]-1-piperazinyl}-4-oxo-1,4-dihydro-3-quinoline-carboxylic acid), Example 4. Starting materials: C(C)N1C=C(C(C2=CC(=C(C(=C12)F)N1CCNCC1)F)=O)C(=O)O (1-ethyl-6,8-difluoro-4-oxo-7-(1-piperazinyl)-1,4-dihydro-quinoline-3-carboxylic acid), BrCC(=O)C1=CC=C(C=C1)F (2-bromo-4′-fluoroacetophenone). The yield is 64.0%. The reactants are Cl.[N+](=O)([O-])C1=CC=C(C=N1)O[C@H]1C2CN3CC(CC1C3)C2 ((4s)-4-(6-Nitropyridin-3-yloxy)-1-azatricyclo[3.3.1.13,7]decane hydrochloride). The reagents and catalysts are [Ni] (Raney nickel). Run in C1CCOC1.CO (THF MeOH). Conditions: temperature 50 celsius. The product is NC1=CC=C(C=N1)O[C@H]1C2CN3CC(CC1C3)C2 ((4s)-4-(6-Aminopyridin-3-yloxy)-1-azatricyclo[3.3.1.13,7]decane). As a reaction SMILES: Cl.[N+:2]([C:5]1[N:10]=[CH:9][C:8]([O:11][C@@H:12]2[CH:19]3[CH2:20][N:15]4[CH2:16][CH:17]([CH2:21][CH:13]2[CH2:14]4)[CH2:18]3)=[CH:7][CH:6]=1)([O-])=O>C1COCC1.CO.[Ni]>[NH2:2][C:5]1[N:10]=[CH:9][C:8]([O:11][C@@H:12]2[CH:19]3[CH2:20][N:15]4[CH2:16][CH:17]([CH2:21][CH:13]2[CH2:14]4)[CH2:18]3)=[CH:7][CH:6]=1 |f:0.1,2.3|. Procedure: A solution of the product of Example 16B (380 mg, 1.2 mmol) in THF-MeOH (10 mL, 1:1) was treated with Raney nickel (401 mg, 6.83 mmol) under an atmosphere of hydrogen (60 psi), and the mixture was warmed to 50° C. for 1 hour. After removing the catalyst by filtration, the product was purified by preparative HPLC [Waters® XTerra RP18 column, 5μ, 30×100 mm, flow rate 40 mL/minutes, 5-95% gradient of acetonitrile in buffer (0.1 M aqueous ammonium bicarbonate, adjusted to pH 10 with ammonium hydroxi... Reactants: Cc1ccccc1, O=Cc1ccccc1, NC1CCNC1. Product: C(=NC1CCNC1)c1ccccc1. As a reaction SMILES: [CH3:15][c:16]1[cH:17][cH:18][cH:19][cH:20][cH:21]1.[CH:1](=[O:2])[c:3]1[cH:4][cH:5][cH:6][cH:7][cH:8]1.[NH2:9][CH:10]1[CH2:11][NH:12][CH2:13][CH2:14]1>>[CH:1]([c:3]1[cH:4][cH:5][cH:6][cH:7][cH:8]1)=[N:9][CH:10]1[CH2:11][NH:12][CH2:13][CH2:14]1. Starting materials: Cl.CN(C)CC1C(C2=CC=CC=C2C1)=O (2,3-dihydro-2-(N,N-dimethylaminomethyl)-1H-inden-1-one hydrochloride), ice, [OH-].[Na+] (sodium hydroxide), solution, CCC([BH-](C(CC)C)C(CC)C)C.[Li+] (L-Selectride). The solvent is O1CCCC1 (tetrahydrofuran). Reaction conditions: time 1.5 hour. Product: CN(C)C[C@@H]1[C@@H](C2=CC=CC=C2C1)O (CIS-2,3-Dihydro-2-(N,N-dimethylaminomethyl)-inden-1-ol). The yield is 48.3%. As a reaction SMILES: Cl.[CH3:2][N:3]([CH2:5][CH:6]1[CH2:14][C:13]2[C:8](=[CH:9][CH:10]=[CH:11][CH:12]=2)[C:7]1=[O:15])[CH3:4].CCC(C)[BH-](C(C)CC)C(C)CC.[Li+].[OH-].[Na+]>O1CCCC1>[CH3:4][N:3]([CH2:5][C@H:6]1[CH2:14][C:13]2[C:8](=[CH:9][CH:10]=[CH:11][CH:12]=2)[C@H:7]1[OH:15])[CH3:2] |f:0.1,2.3,4.5|. Reported procedure: To an ice-cooled suspension of 2.25 g (0.01M) of 2,3-dihydro-2-(N,N-dimethylaminomethyl)-1H-inden-1-one hydrochloride in 50 ml of dry tetrahydrofuran add 25 ml of a 1M solution of L-Selectride®. Stir the mixture for 1.5 hours and decompose with 5 ml of 10% sodium hydroxide solution. Evaporate the solvent at reduced pressure and distribute the residue between ether and water. Separate the ether layer and extract with dilute hydrochloric acid. Basify the acid extract to yield an oil. Extract the o... Starting materials: CC(C)(C)c1ccc([N+](=O)[O-])cc1Br, COCCl, O, O=S(=O)(O)O. Product: CC(C)(C)c1c(Br)cc([N+](=O)[O-])cc1CCl. As a reaction SMILES: [Br:1][c:2]1[c:3]([C:11]([CH3:12])([CH3:13])[CH3:14])[cH:4][cH:5][c:6]([N+:8](=[O:9])[O-:10])[cH:7]1.[Cl:15][CH2:16][O:17][CH3:18].[OH2:24].[S:19](=[O:20])(=[O:21])([OH:22])[OH:23]>>[Br:1][c:2]1[c:3]([C:11]([CH3:12])([CH3:13])[CH3:14])[c:4]([CH2:16][Cl:15])[cH:5][c:6]([N+:8](=[O:9])[O-:10])[cH:7]1. Starting materials: CC(=O)[O-], CC(=O)[O-], CCCC[Sn+2]CCCC, CCN=C=O, Cc1nnc(-c2cc(-c3cccnc3)cc3nc(N)nn23)o1, Cc1ccccc1. Yields the product CCNC(=O)Nc1nc2cc(-c3cccnc3)cc(-c3nnc(C)o3)n2n1. As a reaction SMILES: [C:23]([O-:24])(=[O:25])[CH3:26].[C:27]([O-:28])(=[O:29])[CH3:30].[CH2:31]([Sn+2:32][CH2:33][CH2:34][CH2:35][CH3:36])[CH2:37][CH2:38][CH3:39].[CH2:40]([CH3:41])[N:42]=[C:43]=[O:44].[CH3:1][c:2]1[n:3][n:4][c:5](-[c:7]2[cH:8][c:9](-[c:17]3[cH:18][n:19][cH:20][cH:21][cH:22]3)[cH:10][c:11]3[n:12]2[n:13][c:14]([NH2:16])[n:15]3)[o:6]1.[CH3:45][c:46]1[cH:47][cH:48][cH:49][cH:50][cH:51]1>>[CH3:1][c:2]1[n:3][n:4][c:5](-[c:7]2[cH:8][c:9](-[c:17]3[cH:18][n:19][cH:20][cH:21][cH:22]3)[cH:10][c:11]3[n:12]2[n:13][c:14]([NH:16][C:43]([NH:42][CH2:40][CH3:41])=[O:44])[n:15]3)[o:6]1. The reactants are CCN=C=NCCCN(C)C, CN(C)C=O, CCOC(C)=O, O=C(O)CNC(=O)C(Cc1ccccn1)NC(=O)c1cc2cc(Cl)ccc2o1, On1nnc2ccccc21, CC1CN(c2ccccc2)CCN1. Product: CC1CN(c2ccccc2)CCN1C(=O)CNC(=O)C(Cc1ccccn1)NC(=O)c1cc2cc(Cl)ccc2o1. As a reaction SMILES: [CH3:52][N:53]([CH3:54])[CH2:55][CH2:56][CH2:57][N:58]=[C:59]=[N:60][CH2:61][CH3:62].[CH3:63][N:64]([CH3:65])[CH:66]=[O:67].[CH3:68][CH2:69][O:70][C:71](=[O:72])[CH3:73].[Cl:1][c:2]1[cH:3][cH:4][c:5]2[c:6]([cH:7][c:8]([C:10](=[O:11])[NH:12][CH:13]([C:14](=[O:15])[NH:16][CH2:17][C:18](=[O:19])[OH:20])[CH2:21][c:22]3[n:23][cH:24][cH:25][cH:26][cH:27]3)[o:9]2)[cH:28]1.[OH:42][n:43]1[c:44]2[cH:45][cH:46][cH:47][cH:48][c:49]2[n:50][n:51]1.[c:29]1([N:35]2[CH2:36][CH:37]([CH3:41])[NH:38][CH2:39][CH2:40]2)[cH:30][cH:31][cH:32][cH:33][cH:34]1>>[Cl:1][c:2]1[cH:3][cH:4][c:5]2[c:6]([cH:7][c:8]([C:10](=[O:11])[NH:12][CH:13]([C:14](=[O:15])[NH:16][CH2:17][C:18](=[O:20])[N:38]3[CH:37]([CH3:41])[CH2:36][N:35]([c:29]4[cH:30][cH:31][cH:32][cH:33][cH:34]4)[CH2:40][CH2:39]3)[CH2:21][c:22]3[n:23][cH:24][cH:25][cH:26][cH:27]3)[o:9]2)[cH:28]1. Starting materials: O=C1OCC(Cc2ccccc2)N1C(=O)C1CN(Cc2ccccc2)CC1c1ccc(Cl)cc1, COC(=O)OC, C[O-], ClCCl, [Na+]. The product is COC(=O)C1CN(Cc2ccccc2)CC1c1ccc(Cl)cc1. Reaction SMILES: [CH2:1]([CH:2]1[CH2:3][O:4][C:5](=[O:6])[N:7]1[C:8](=[O:9])[CH:16]1[CH2:17][N:18]([CH2:28][c:29]2[cH:30][cH:31][cH:32][cH:33][cH:34]2)[CH2:19][CH:20]1[c:21]1[cH:22][cH:23][c:24]([Cl:27])[cH:25][cH:26]1)[c:10]1[cH:11][cH:12][cH:13][cH:14][cH:15]1.[CH3:35][O:36][C:37](=[O:38])[O:39][CH3:40].[CH3:41][O-:42].[Cl:44][CH2:45][Cl:46].[Na+:43]>>[CH:16]1([C:37]([O:36][CH3:35])=[O:38])[CH2:17][N:18]([CH2:28][c:29]2[cH:30][cH:31][cH:32][cH:33][cH:34]2)[CH2:19][CH:20]1[c:21]1[cH:22][cH:23][c:24]([Cl:27])[cH:25][cH:26]1. Starting materials: C1CCOC1, CC(Br)C(=O)[O-], c1ccc(C(c2ccccc2)N2CCNCC2)cc1. Yields the product O=C(O)CN1CCN(C(c2ccccc2)c2ccccc2)CC1. As a reaction SMILES: [CH2:26]1[O:27][CH2:28][CH2:29][CH2:30]1.[CH3:1][CH:2]([C:3](=[O:4])[O-:5])[Br:6].[CH:7]([c:8]1[cH:9][cH:10][cH:11][cH:12][cH:13]1)([c:14]1[cH:15][cH:16][cH:17][cH:18][cH:19]1)[N:20]1[CH2:21][CH2:22][NH:23][CH2:24][CH2:25]1>>[CH2:2]([C:3](=[O:4])[OH:5])[N:23]1[CH2:22][CH2:21][N:20]([CH:7]([c:8]2[cH:9][cH:10][cH:11][cH:12][cH:13]2)[c:14]2[cH:15][cH:16][cH:17][cH:18][cH:19]2)[CH2:25][CH2:24]1.